From a dataset of the Open Reaction Database (ORD), a public repository of structured organic reaction records. describe an organic reaction: reactants, conditions, products, and yield The reactants are OC(C(C)C)(C=1N=CN(C1)C(C1=CC=CC=C1)(C1=CC=CC=C1)C1=CC=CC=C1)C1=CC=C(C=C1)C1=CC(=CC=C1)C(C)=O (1-{4′-[1-hydroxy-2-methyl-1-(1-trityl-1H-imidazol-4-yl)propyl][1,1′-biphenyl]-3-yl}ethanone), Cl.N1=CC=CC=C1 (pyridine hydrochloride). Product: OC(C(C)C)(C=1N=CNC1)C1=CC=C(C=C1)C1=CC(=CC=C1)C(C)=O (1-{4′-[1-hydroxy-1-(1H-imidazol-4-yl)-2-methylpropyl][1,1′-biphenyl]-3-yl}ethanone). The yield is 47.6%. RXN SMILES: [OH:1][C:2]([C:30]1[CH:35]=[CH:34][C:33]([C:36]2[CH:41]=[CH:40][CH:39]=[C:38]([C:42](=[O:44])[CH3:43])[CH:37]=2)=[CH:32][CH:31]=1)([C:6]1[N:7]=[CH:8][N:9](C(C2C=CC=CC=2)(C2C=CC=CC=2)C2C=CC=CC=2)[CH:10]=1)[CH:3]([CH3:5])[CH3:4].Cl.N1C=CC=CC=1>>[OH:1][C:2]([C:30]1[CH:35]=[CH:34][C:33]([C:36]2[CH:41]=[CH:40][CH:39]=[C:38]([C:42](=[O:44])[CH3:43])[CH:37]=2)=[CH:32][CH:31]=1)([C:6]1[N:7]=[CH:8][NH:9][CH:10]=1)[CH:3]([CH3:4])[CH3:5] |f:1.2|. Procedure details: By the reaction in the same manner as in Example 4-(iii) using 1-{4′-[1-hydroxy-2-methyl-1-(1-trityl-1H-imidazol-4-yl)propyl][1,1′-biphenyl]-3-yl}ethanone (3.30 g) and pyridine hydrochloride (870 mg), the title compound (910 mg) was obtained as a colorless amorphous powder.